This data is from the Open Reaction Database (ORD), a public repository of structured organic reaction records. The task is: describe an organic reaction: reactants, conditions, products, and yield Starting materials: C=O (paraformaldehyde), C(CCC)[Li] (n-Butyl lithium), N(=[N+]=[N-])CCC#C (4-azido-1-butyne), [Cl-].[NH4+] (ammonium chloride). Run in C1CCOC1 (THF). Run at time 1 hour. Yields the product N(=[N+]=[N-])CCC#CCO (5-Azido-2-pentyn-1-ol), oil. Isolated yield 70.7%. RXN SMILES: C([Li])CCC.[N:6]([CH2:9][CH2:10][C:11]#[CH:12])=[N+:7]=[N-:8].[CH2:13]=[O:14].[Cl-].[NH4+]>C1COCC1>[N:6]([CH2:9][CH2:10][C:11]#[C:12][CH2:13][OH:14])=[N+:7]=[N-:8] |f:3.4|. Procedure details: n-Butyl lithium (1.6 M in hexane, 18.8 mmol, 11.7 ml) was added dropwise at −78° C. to a solution of 4-azido-1-butyne II-32 (1.28 g, 17.3 mmol) in THF (35 ml). After stirring the resulting green solution for 1 h, paraformaldehyde was added in one portion, the solution was stirred for 5 min, and then warmed to room temperature for 2 h (an orange suspension gradually formed). The reaction mixture was poured into saturated aqueous ammonium chloride (100 ml) and extracted with ether (3×50 ml). The c... The reactants are C(C)#N (Acetonitrile), C(C)C1=CN=CC(=N1)NC1=NC=CC(=C1)COC1=CC=C(C2=CC=CC=C12)NC(OC(C)(C)C)=O (tert-butyl (4-((2-((6-ethylpyrazin-2-yl)amino)pyridin-4-yl)methoxy)naphthalen-1-yl)carbamate), C(C)C1=CN=CC(=N1)NC1=NC=CC(=C1)COC1=CC=C(C2=CC=CC=C12)NC(OC(C)(C)C)=O (tert-butyl (4-((2-((6-ethylpyrazin-2-yl)amino)pyridin-4-yl)methoxy)naphthalen-1-yl)carbamate), S(O)(O)(=O)=O (Sulfuric acid), N (ammonia). The solvent is O (Water). Reaction conditions: temperature 20 celsius. The product is NC1=CC=C(C2=CC=CC=C12)OCC1=CC(=NC=C1)NC1=NC(=CN=C1)CC (N-(4-(((4-aminonaphthalen-1-yl)oxy)methyl)pyridin-2-yl)-6-ethylpyrazin-2-amine). Yield: 75.0%. Reaction SMILES: C(#N)C.[CH2:4]([C:6]1[N:11]=[C:10]([NH:12][C:13]2[CH:18]=[C:17]([CH2:19][O:20][C:21]3[C:30]4[C:25](=[CH:26][CH:27]=[CH:28][CH:29]=4)[C:24]([NH:31]C(=O)OC(C)(C)C)=[CH:23][CH:22]=3)[CH:16]=[CH:15][N:14]=2)[CH:9]=[N:8][CH:7]=1)[CH3:5].S(=O)(=O)(O)O.N>O>[NH2:31][C:24]1[C:25]2[C:30](=[CH:29][CH:28]=[CH:27][CH:26]=2)[C:21]([O:20][CH2:19][C:17]2[CH:16]=[CH:15][N:14]=[C:13]([NH:12][C:10]3[CH:9]=[N:8][CH:7]=[C:6]([CH2:4][CH3:5])[N:11]=3)[CH:18]=2)=[CH:22][CH:23]=1. Procedure details: Acetonitrile (200 mL) was added to tert-butyl (4-((2-((6-ethylpyrazin-2-yl)amino)pyridin-4-yl)methoxy)naphthalen-1-yl)carbamate (Intermediate D (protected)) (10.5 g) and the heterogeneous mixture was stirred at 20° C. Sulfuric acid (4.5 eq, 5.5 mL) was added over 2 h at 20° C. The heterogeneous mixture was stirred for an additional 2 h at 20° C. Aqueous ammonia (10 eq, 17 mL) was added to the reaction mixture over 15 min and the temperature was kept at 20° C. by cooling. Water (33.4 mL) was adde... Reaction SMILES: CCN(C(C)C)C(C)C.[F:10][C:11]1[CH:16]=[CH:15][C:14]([C:17]2[NH:21][N:20]=[C:19]([C:22]([OH:24])=O)[CH:18]=2)=[CH:13][CH:12]=1.FC1C=CC(C(=O)C)=CC=1.C1C=CC2N(O)N=NC=2C=1.CCN=C=NCCCN(C)C.Cl.Cl.[NH2:58][CH2:59][C:60]([N:62]1[CH2:67][CH2:66][CH:65]([O:68][C:69]2[CH:74]=[CH:73][CH:72]=[C:71]([C:75]([F:78])([F:77])[F:76])[CH:70]=2)[CH2:64][CH2:63]1)=[O:61]>CN(C=O)C.O>[O:61]=[C:60]([N:62]1[CH2:63][CH2:64][CH:65]([O:68][C:69]2[CH:74]=[CH:73][CH:72]=[C:71]([C:75]([F:78])([F:76])[F:77])[CH:70]=2)[CH2:66][CH2:67]1)[CH2:59][NH:58][C:22]([C:19]1[CH:18]=[C:17]([C:14]2[CH:13]=[CH:12][C:11]([F:10])=[CH:16][CH:15]=2)[NH:21][N:20]=1)=[O:24] |f:4.5,6.7|. The solvent is CN(C)C=O (DMF), O (water). Reported procedure: DIPEA (131 mg, 1.0 mmol) was added to a stirred solution of 5-(4-fluoro-phenyl)-1H-pyrazole-3-carboxylic acid (60 mg, 0.29 mmol) (prepared by the method used for the synthesis of Intermediate 29, starting from 4′-fluoroacetophenone) in DMF (2 mL) followed by HOBt (41 mg, 0.305 mmol) and EDCI.HCl (59 mg, 0.306 mmol). After 2 minutes 2-amino-1-[4-(3-trifluoromethyl-phenoxy)-piperidin-1-yl]-ethanone hydrochloride (98 mg, 0.294 mmol) (prepared according to Step 1 and 5 of the General Scheme) was add... The product is O=C(CNC(=O)C1=NNC(=C1)C1=CC=C(C=C1)F)N1CCC(CC1)OC1=CC(=CC=C1)C(F)(F)F (5-(4-fluoro-phenyl)-1H-pyrazole-3-carboxylic acid {2-oxo-2-[4-(3-trifluoromethyl-phenoxy)-piperidin-1-yl]-ethyl}-amide). Yield: 68.2%. Run at time 8 hour. The reactants are FC1=CC=C(C=C1)C(C)=O (4′-fluoroacetophenone), C=1C=CC2=C(C1)N=NN2O (HOBt), Cl.NCC(=O)N1CCC(CC1)OC1=CC(=CC=C1)C(F)(F)F (2-amino-1-[4-(3-trifluoromethyl-phenoxy)-piperidin-1-yl]-ethanone hydrochloride), CCN(C(C)C)C(C)C (DIPEA), FC1=CC=C(C=C1)C1=CC(=NN1)C(=O)O (5-(4-fluoro-phenyl)-1H-pyrazole-3-carboxylic acid), Intermediate 29, CCN=C=NCCCN(C)C.Cl (EDCI.HCl). Starting materials: C(C)(C)(C)OC(=O)N1[C@@H](C[C@@H](C1)N(C1=NC=C(C=N1)C=1C=NN(C1)C)CC1=CC(=CC(=C1)C(F)(F)F)C(F)(F)F)CC ((2R,4S)-4-{(3,5-bis-trifluoromethyl-benzyl)-[5-(1-methyl-1H-pyrazol-4-yl)-pyrimidin-2-yl]-amino}-2-ethyl-pyrrolidine-1-carboxylic acid tert-butyl ester), FC(C(=O)O)(F)F (trifluoroacetic acid), ClC(=O)OC(C)C (isopropyl chloroformate), C(C)(C)N(C(C)C)CC (N,N-diisopropylethylamine). Solvent: ClCCl (dichloromethane), O (water), ClCCl (dichloromethane). Run at time 1 hour. Product: C(C)(C)OC(=O)N1[C@@H](C[C@@H](C1)N(C1=NC=C(C=N1)C=1C=NN(C1)C)CC1=CC(=CC(=C1)C(F)(F)F)C(F)(F)F)CC ((2R,4S)-4-{(3,5-Bis-trifluoromethyl-benzyl)-[5-(1-methyl-1H-pyrazol-4-yl)-pyrimidin-2-yl]-amino}-2-ethyl-pyrrolidine-1-carboxylic acid isopropyl ester). Isolated yield 43.6%. Reaction SMILES: [C:1]([O:5][C:6]([N:8]1[CH2:12][C@@H:11]([N:13]([CH2:26][C:27]2[CH:32]=[C:31]([C:33]([F:36])([F:35])[F:34])[CH:30]=[C:29]([C:37]([F:40])([F:39])[F:38])[CH:28]=2)[C:14]2[N:19]=[CH:18][C:17]([C:20]3[CH:21]=[N:22][N:23]([CH3:25])[CH:24]=3)=[CH:16][N:15]=2)[CH2:10][C@H:9]1[CH2:41][CH3:42])=[O:7])(C)([CH3:3])[CH3:2].FC(F)(F)C(O)=O.C(N(CC)C(C)C)(C)C.ClC(OC(C)C)=O>ClCCl.O>[CH:1]([O:5][C:6]([N:8]1[CH2:12][C@@H:11]([N:13]([CH2:26][C:27]2[CH:32]=[C:31]([C:33]([F:34])([F:35])[F:36])[CH:30]=[C:29]([C:37]([F:38])([F:39])[F:40])[CH:28]=2)[C:14]2[N:15]=[CH:16][C:17]([C:20]3[CH:21]=[N:22][N:23]([CH3:25])[CH:24]=3)=[CH:18][N:19]=2)[CH2:10][C@H:9]1[CH2:41][CH3:42])=[O:7])([CH3:3])[CH3:2]. Procedure details: To a solution of (2R,4S)-4-{(3,5-bis-trifluoromethyl-benzyl)-[5-(1-methyl-1H-pyrazol-4-yl)-pyrimidin-2-yl]-amino}-2-ethyl-pyrrolidine-1-carboxylic acid tert-butyl ester (0.200 mmol; 120 mg) in dichloromethane (2.0 mL) is added trifluoroacetic acid (0.7 mL). The mixture is stirred for 1 hour, and then concentrated under reduced pressure. To a mixture of the obtained residue and N,N-diisopropylethylamine (1.6 mmol; 207 mg) is added isopropyl chloroformate (0.4 mmol; 49 mg). The mixture is stirred ... Reactants: CCOC(=O)c1ccc(NC2(C(N)=O)CCCCC2)cc1, Cc1ccccc1, CC(C)c1cccc(C(C)C)c1N=C=O. Yields the product CCOC(=O)c1ccc(N2C(=O)NC(=O)C23CCCCC3)cc1. RXN SMILES: [CH2:16]([CH3:17])[O:18][C:19]([c:20]1[cH:21][cH:22][c:23]([NH:26][C:27]2([C:33]([NH2:34])=[O:35])[CH2:28][CH2:29][CH2:30][CH2:31][CH2:32]2)[cH:24][cH:25]1)=[O:36].[CH3:37][c:38]1[cH:39][cH:40][cH:41][cH:42][cH:43]1.[CH:1]([c:2]1[cH:3][cH:4][cH:5][c:6]([CH:7]([CH3:8])[CH3:9])[c:10]1[N:11]=[C:14]=[O:15])([CH3:12])[CH3:13]>>[C:14]1(=[O:15])[N:26]([c:23]2[cH:22][cH:21][c:20]([C:19]([O:18][CH2:16][CH3:17])=[O:36])[cH:25][cH:24]2)[C:27]2([CH2:28][CH2:29][CH2:30][CH2:31][CH2:32]2)[C:33](=[O:35])[NH:34]1.